Dataset: the Open Reaction Database (ORD), a public repository of structured organic reaction records. Task: describe an organic reaction: reactants, conditions, products, and yield Reactants: CC(=O)Cl, Cl, COc1cc(-c2ncnc3c(C(=O)NC4CCNC4)c[nH]c23)c(OCC2CC2)cc1F. Yields the product COc1cc(-c2ncnc3c(C(=O)NC4CCN(C(C)=O)C4)c[nH]c23)c(OCC2CC2)cc1F. RXN SMILES: [CH3:33][C:34]([Cl:35])=[O:36].[ClH:1].[NH:2]1[CH2:3][CH:4]([NH:7][C:8](=[O:9])[c:10]2[cH:11][nH:12][c:13]3[c:14]2[n:15][cH:16][n:17][c:18]3-[c:19]2[c:20]([O:28][CH2:29][CH:30]3[CH2:31][CH2:32]3)[cH:21][c:22]([F:27])[c:23]([O:25][CH3:26])[cH:24]2)[CH2:5][CH2:6]1>>[N:2]1([C:34]([CH3:33])=[O:36])[CH2:3][CH:4]([NH:7][C:8](=[O:9])[c:10]2[cH:11][nH:12][c:13]3[c:14]2[n:15][cH:16][n:17][c:18]3-[c:19]2[c:20]([O:28][CH2:29][CH:30]3[CH2:31][CH2:32]3)[cH:21][c:22]([F:27])[c:23]([O:25][CH3:26])[cH:24]2)[CH2:5][CH2:6]1. Starting materials: COC(=O)c1cc(I)cc(C(=O)O)c1, N, O=S(Cl)Cl. Product: COC(=O)c1cc(I)cc(C(N)=O)c1. As a reaction SMILES: [CH3:1][O:2][C:3](=[O:4])[c:5]1[cH:6][c:7]([C:8](=[O:9])[OH:10])[cH:11][c:12]([I:14])[cH:13]1.[NH3:15].[S:16]([Cl:17])([Cl:18])=[O:19]>>[CH3:1][O:2][C:3](=[O:4])[c:5]1[cH:6][c:7]([C:8](=[O:9])[NH2:15])[cH:11][c:12]([I:14])[cH:13]1. Starting materials: N1CCCC1 (Pyrrolidine), CCC(CC)=O (pentan-3-one), OC1=C(C=CC(=C1)O)C(C)=O (1-(2,4-dihydroxyphenyl)ethanone). Run in CO (methanol). Run at time 24 hour. Yields the product C(C)C1(OC2=CC(=CC=C2C(C1)=O)O)CC (2,2-diethyl-7-hydroxy-3,4-dihydro-2H-chromen-4-one). The yield is 39.5%. RXN SMILES: N1CCCC1.[CH3:6][CH2:7][C:8](=O)[CH2:9][CH3:10].[OH:12][C:13]1[CH:18]=[C:17]([OH:19])[CH:16]=[CH:15][C:14]=1[C:20](=[O:22])[CH3:21]>CO>[CH2:7]([C:8]1([CH2:9][CH3:10])[CH2:21][C:20](=[O:22])[C:14]2[C:13](=[CH:18][C:17]([OH:19])=[CH:16][CH:15]=2)[O:12]1)[CH3:6]. Procedure details: Pyrrolidine (9.3 g) and pentan-3-one (11.3 g) were added to a solution of 1-(2,4-dihydroxyphenyl)ethanone (14 g) in methanol (150 mL) and the solution was stirred for 24 hours and then heated under reflux for 10 hours. The reaction mixture was concentrated in vacuo, and to the residue was added water (10 mL). To the mixture was added 1N hydrochloric acid solution to adjust its pH to 5 to 6, and extracted with ethyl acetate (25 mL×3). The combined organic layer was dried over sodium sulfate, filt... Product: C(C)(C)(C)OC(CC1=C(C=CC=C1)CBr)=O (2-Bromomethylphenylacetic acid t-butyl ester). Reported procedure: To a solution of 80 g (0.349 mol) 2-bromomethylphenylacetic acid in 700 mL 1,4-dioxane in a 2 L heavy-walled flask was added 84 mL (1.571 mol) concentrated sulfuric acid at ambient temperature. The reaction mixture was chilled to −15° C., and 580 mL isobutylene was condensed directly into the reaction vessel. The sealed pressure flask was shaken mechanically at room temperature for 4 h (the pressure inside the flask rises to ca. 20 psi during this step). The mixture was carefully quenched by slo... Starting materials: BrCC1=C(C=CC=C1)CC(=O)O (2-bromomethylphenylacetic acid), S(O)(O)(=O)=O (sulfuric acid), solid, C([O-])(O)=O.[Na+] (sodium bicarbonate), ice water, CC(C)=C (isobutylene). RXN SMILES: [Br:1][CH2:2][C:3]1[CH:8]=[CH:7][CH:6]=[CH:5][C:4]=1[CH2:9][C:10]([OH:12])=[O:11].S(=O)(=O)(O)O.[CH3:18][C:19](=[CH2:21])[CH3:20].C(=O)(O)[O-].[Na+]>O1CCOCC1.COC(C)(C)C>[C:19]([O:11][C:10](=[O:12])[CH2:9][C:4]1[CH:5]=[CH:6][CH:7]=[CH:8][C:3]=1[CH2:2][Br:1])([CH3:21])([CH3:20])[CH3:18] |f:3.4|. The solvent is O1CCOCC1 (1,4-dioxane), COC(C)(C)C (tert-butyl methyl ether). Reaction conditions: temperature -15 celsius, time 4 hour.